Dataset: the Open Reaction Database (ORD), a public repository of structured organic reaction records. Task: describe an organic reaction: reactants, conditions, products, and yield Starting materials: [Br-], C1CCOC1, C[Mg+], CCC(O)(c1cn(Cc2ccc3c(-c4ccc(F)cc4)cc(C(C)=O)nc3c2)nn1)C(F)(F)F. Yields the product CCC(O)(c1cn(Cc2ccc3c(-c4ccc(F)cc4)cc(C(C)(C)O)nc3c2)nn1)C(F)(F)F. RXN SMILES: [Br-:35].[CH2:38]1[O:39][CH2:40][CH2:41][CH2:42]1.[CH3:36][Mg+:37].[F:1][c:2]1[cH:3][cH:4][c:5](-[c:8]2[cH:9][c:10]([C:32]([CH3:33])=[O:34])[n:11][c:12]3[cH:13][c:14]([CH2:18][n:19]4[n:20][n:21][c:22]([C:24]([CH2:25][CH3:26])([C:27]([F:28])([F:29])[F:30])[OH:31])[cH:23]4)[cH:15][cH:16][c:17]23)[cH:6][cH:7]1>>[F:1][c:2]1[cH:3][cH:4][c:5](-[c:8]2[cH:9][c:10]([C:32]([CH3:33])([OH:34])[CH3:36])[n:11][c:12]3[cH:13][c:14]([CH2:18][n:19]4[n:20][n:21][c:22]([C:24]([CH2:25][CH3:26])([C:27]([F:28])([F:29])[F:30])[OH:31])[cH:23]4)[cH:15][cH:16][c:17]23)[cH:6][cH:7]1. The reactants are ClC1=CC=C2C(=C(N(C2=C1)C)C=1C=NC=C(C1)C=O)C#N (6-chloro-2-(5-formyl-pyridin-3-yl)-1-methyl-1H-indole-3-carbonitrile), FC1=CC=C(C=C1)S(=O)(=O)N (4-fluoro-benzenesulfonamide). Yields the product ClC1=CC=C2C(=C(N(C2=C1)C)C=1C=C(C=NC1)CNS(=O)(=O)C1=CC=C(C=C1)F)C#N (N-[5-(6-chloro-3-cyano-1-methyl-1H-indol-2-yl)-pyridin-3-ylmethyl]-4-fluoro-benzenesulfonamide). As a reaction SMILES: [Cl:1][C:2]1[CH:10]=[C:9]2[C:5]([C:6]([C:20]#[N:21])=[C:7]([C:12]3[CH:13]=[N:14][CH:15]=[C:16]([CH:18]=O)[CH:17]=3)[N:8]2[CH3:11])=[CH:4][CH:3]=1.[F:22][C:23]1[CH:28]=[CH:27][C:26]([S:29]([NH2:32])(=[O:31])=[O:30])=[CH:25][CH:24]=1>>[Cl:1][C:2]1[CH:10]=[C:9]2[C:5]([C:6]([C:20]#[N:21])=[C:7]([C:12]3[CH:17]=[C:16]([CH2:18][NH:32][S:29]([C:26]4[CH:25]=[CH:24][C:23]([F:22])=[CH:28][CH:27]=4)(=[O:31])=[O:30])[CH:15]=[N:14][CH:13]=3)[N:8]2[CH3:11])=[CH:4][CH:3]=1. Procedure details: 6-Chloro-2-(5-formyl-pyridin-3-yl)-1-methyl-1H-indole-3-carbonitrile (Example 126) and 4-fluoro-benzenesulfonamide are processed according to the method described in Example 170 to give N-[5-(6-chloro-3-cyano-1-methyl-1H-indol-2-yl)-pyridin-3-ylmethyl]-4-fluoro-benzenesulfonamide. 1H NMR (400 MHz, DMSO-d6) δ ppm 3.74 (s, 3H), 4.23 (s, 2H), 7.33-7.41 (m, 3H), 7.72 (d, J=8.6 Hz, 1H), 7.82-7.88 (m, 2H), 7.95 (d, J=1.5 Hz, 2H), 8.44 (s, 1H), 8.62 (d, J=2.0 Hz, 1H), 8.73 (d, J=2.0 Hz, 1H). HRMS (ESI)...